This data is from the Open Reaction Database (ORD), a public repository of structured organic reaction records. The task is: describe an organic reaction: reactants, conditions, products, and yield Starting materials: CC(CCCCOCC(CO)(CO)CO)CCCC(CCCC(CCCC(C)C)C)C (Mono-O-(5,9,13,17-tetramethyloctadecyl)pentaerythritol). Run in O (water). Yields the product CC(CCCCOCC(CO)(CO)CO)CCCC(CCCC(CCCC(C)C)C)C.O (mono-O-(5,9,13,17-tetramethyloctadecyl)pentaerythritol water). Reaction SMILES: [CH3:1][CH:2]([CH2:16][CH2:17][CH2:18][CH:19]([CH3:31])[CH2:20][CH2:21][CH2:22][CH:23]([CH3:30])[CH2:24][CH2:25][CH2:26][CH:27]([CH3:29])[CH3:28])[CH2:3][CH2:4][CH2:5][CH2:6][O:7][CH2:8][C:9]([CH2:14][OH:15])([CH2:12][OH:13])[CH2:10][OH:11]>O>[CH3:1][CH:2]([CH2:16][CH2:17][CH2:18][CH:19]([CH3:31])[CH2:20][CH2:21][CH2:22][CH:23]([CH3:30])[CH2:24][CH2:25][CH2:26][CH:27]([CH3:29])[CH3:28])[CH2:3][CH2:4][CH2:5][CH2:6][O:7][CH2:8][C:9]([CH2:12][OH:13])([CH2:14][OH:15])[CH2:10][OH:11].[OH2:7] |f:2.3|. Procedure: Mono-O-(5,9,13,17-tetramethyloctadecyl)pentaerythritol (formula (8) above) and pure water were homogeneously mixed in the same manner as in Example 3 to obtain the sample of mono-O-(5,9,13,17-tetramethyloctadecyl)pentaerythritol/water system. This sample of mono-O-(5,9,13,17-tetramethyloctadecyl)pentaerythritol lipid/water system was subjected to the penetration experiment under a polarizing microscope, SAXS analysis, and dhc value determination based on the results of SAXS analysis in the same ... The reactants are Fc1cc(F)cc(Br)c1, [Li]CCCC, CCOC(C)=O, CC(C)NC(C)C, CN(C)C=O, C1CCOC1. The product is O=Cc1c(F)cc(Br)cc1F. Reaction SMILES: [Br:13][c:14]1[cH:15][c:16]([F:21])[cH:17][c:18]([F:20])[cH:19]1.[CH2:1]([Li:2])[CH2:3][CH2:4][CH3:5].[CH3:32][CH2:33][O:34][C:35](=[O:36])[CH3:37].[CH:6]([NH:7][CH:8]([CH3:9])[CH3:10])([CH3:11])[CH3:12].[O:22]=[CH:23][N:24]([CH3:25])[CH3:26].[O:27]1[CH2:28][CH2:29][CH2:30][CH2:31]1>>[Br:13][c:14]1[cH:15][c:16]([F:21])[c:17]([CH:23]=[O:22])[c:18]([F:20])[cH:19]1. The reactants are COC1=CC2=C(N=C(S2)C#CC2=CC(=C(NC)C=C2)[N+](=O)[O-])C=C1 (4-((6-methoxybenzo[d]thiazol-2-yl)ethynyl)-N-methyl-2-nitroaniline), B(Br)(Br)Br (BBr3), C(=O)(O)[O-].[Na+] (NaHCO3). The solvent is C(Cl)Cl (DCM). Conditions: temperature 0 celsius, time 8 hour. Product: CNC1=C(C=C(C=C1)C#CC=1SC2=C(N1)C=CC(=C2)O)[N+](=O)[O-] (2-((4-(methylamino)-3-nitrophenyl)ethynyl)benzo[d]thiazol-6-ol). As a reaction SMILES: C[O:2][C:3]1[CH:24]=[CH:23][C:6]2[N:7]=[C:8]([C:10]#[C:11][C:12]3[CH:19]=[CH:18][C:15]([NH:16][CH3:17])=[C:14]([N+:20]([O-:22])=[O:21])[CH:13]=3)[S:9][C:5]=2[CH:4]=1.B(Br)(Br)Br.C([O-])(O)=O.[Na+]>C(Cl)Cl>[CH3:17][NH:16][C:15]1[CH:18]=[CH:19][C:12]([C:11]#[C:10][C:8]2[S:9][C:5]3[CH:4]=[C:3]([OH:2])[CH:24]=[CH:23][C:6]=3[N:7]=2)=[CH:13][C:14]=1[N+:20]([O-:22])=[O:21] |f:2.3|. Reported procedure: To a round bottomed flask equipped with a magnetic stir bar containing DCM (5 vol) is placed 4-((6-methoxybenzo[d]thiazol-2-yl)ethynyl)-N-methyl-2-nitroaniline (1 equiv). The reaction mixture is cooled to 0° C., BBr3 (5 equiv of 1M in DCM) is added dropwise and the reaction is stirred at RT for 8 hours. The reaction is neutralized with sat. NaHCO3, extracted into DCM (2×5 vol). The combined organic extracts are washed with water (5 vol), brine (5 vol), dried over MgSO4 and concentrated in vacuo.... The reactants are CC(C)(C)OC(=O)c1cc(Cl)nc(Cl)c1, C1CCOC1, CNC. The product is CN(C)c1cc(C(=O)OC(C)(C)C)cc(Cl)n1. Reaction SMILES: [C:1]([CH3:2])([CH3:3])([CH3:4])[O:5][C:6]([c:7]1[cH:8][c:9]([Cl:14])[n:10][c:11]([Cl:13])[cH:12]1)=[O:15].[CH2:19]1[O:20][CH2:21][CH2:22][CH2:23]1.[CH3:16][NH:17][CH3:18]>>[C:1]([CH3:2])([CH3:3])([CH3:4])[O:5][C:6]([c:7]1[cH:8][c:9]([Cl:14])[n:10][c:11]([N:17]([CH3:16])[CH3:18])[cH:12]1)=[O:15]. Starting materials: C([O-])([O-])=O.[K+].[K+] (potassium carbonate), O1N=C(C=C1)N (Isoxazol-3-ylamine), BrCC(=O)Cl (Bromoacetyl chloride). Solvent: ClCCl (dichloromethane). The product is BrCC(=O)NC1=NOC=C1 (2-Bromo-N-isoxazol-3-yl-acetamide). RXN SMILES: [O:1]1[CH:5]=[CH:4][C:3]([NH2:6])=[N:2]1.C(=O)([O-])[O-].[K+].[K+].[Br:13][CH2:14][C:15](Cl)=[O:16]>ClCCl>[Br:13][CH2:14][C:15]([NH:6][C:3]1[CH:4]=[CH:5][O:1][N:2]=1)=[O:16] |f:1.2.3|. Procedure details: Isoxazol-3-ylamine (1.14 g) was dissolved in dichloromethane (50 mL) and potassium carbonate (3.74 g) was added. Bromoacetyl chloride (1.12 mL) was added slowly with stirring and the suspension was stirred overnight. The reaction mixture was washed with water (2×50 mL), dried and evaporated. The product was recrystallised from dichloromethane/isohexane to afford the sub-titled compound (2.3 g). The reactants are CC(C)(C)[Si](C)(C)OCCc1ccc(C=O)s1, CC(=O)O[BH-](OC(C)=O)OC(C)=O, CC(=O)O, CN1CCCC1=O, Cc1nc(C(=O)N2CCOC3(CCNCC3)C2)cs1, O=C(O)C(F)(F)F, [Na+]. Yields the product Cc1nc(C(=O)N2CCOC3(CCN(Cc4ccc(CCO[Si](C)(C)C(C)(C)C)s4)CC3)C2)cs1. Reaction SMILES: [C:27]([CH3:28])([CH3:29])([CH3:30])[Si:31]([O:32][CH2:33][CH2:34][c:35]1[cH:36][cH:37][c:38]([CH:40]=[O:41])[s:39]1)([CH3:42])[CH3:43].[C:48]([O:49][BH-:50]([O:51][C:52](=[O:53])[CH3:54])[O:55][C:56](=[O:57])[CH3:58])(=[O:59])[CH3:60].[CH3:44][C:45](=[O:46])[OH:47].[CH3:62][N:63]1[CH2:64][CH2:65][CH2:66][C:67]1=[O:68].[CH3:8][c:9]1[s:10][cH:11][c:12]([C:14](=[O:15])[N:16]2[CH2:17][CH2:18][O:19][C:20]3([CH2:21]2)[CH2:22][CH2:23][NH:24][CH2:25][CH2:26]3)[n:13]1.[F:1][C:2]([F:3])([F:4])[C:5]([OH:6])=[O:7].[Na+:61]>>[CH3:8][c:9]1[s:10][cH:11][c:12]([C:14](=[O:15])[N:16]2[CH2:17][CH2:18][O:19][C:20]3([CH2:21]2)[CH2:22][CH2:23][N:24]([CH2:40][c:38]2[cH:37][cH:36][c:35]([CH2:34][CH2:33][O:32][Si:31]([C:27]([CH3:28])([CH3:29])[CH3:30])([CH3:42])[CH3:43])[s:39]2)[CH2:25][CH2:26]3)[n:13]1.